From a dataset of the Open Reaction Database (ORD), a public repository of structured organic reaction records. describe an organic reaction: reactants, conditions, products, and yield Reactants: C(C)OCC=1N(C2=C(C=NC=3C=C(C=CC23)/C=C/CCN2C(C3=CC=CC=C3C2=O)=O)N1)CCCOC(C)C (2-{(3E)-4-[2-ethoxymethyl-1-(3-isopropoxypropyl)-1H-imidazo[4,5-c]quinolin-7-yl]but-3-enyl}-1H-isoindole-1,3(2H)-dione). Reagents/catalysts: [Pd] (palladium on carbon). Run in C(C)O (ethanol), C(C)O (ethanol). Reaction conditions: time 16 hour. The product is C(C)OCC=1N(C2=C(C=NC=3C=C(C=CC23)CCCCN2C(C3=CC=CC=C3C2=O)=O)N1)CCCOC(C)C (2-{4-[2-ethoxymethyl-1-(3-isopropoxypropyl)-1H-imidazo[4,5-c]quinolin-7-yl]butyl}-1H-isoindole-1,3(2H)-dione). Yield: 99.8%. As a reaction SMILES: [CH2:1]([O:3][CH2:4][C:5]1[N:6]([CH2:33][CH2:34][CH2:35][O:36][CH:37]([CH3:39])[CH3:38])[C:7]2[C:16]3[CH:15]=[CH:14][C:13](/[CH:17]=[CH:18]/[CH2:19][CH2:20][N:21]4[C:29](=[O:30])[C:28]5[C:23](=[CH:24][CH:25]=[CH:26][CH:27]=5)[C:22]4=[O:31])=[CH:12][C:11]=3[N:10]=[CH:9][C:8]=2[N:32]=1)[CH3:2]>C(O)C.[Pd]>[CH2:1]([O:3][CH2:4][C:5]1[N:6]([CH2:33][CH2:34][CH2:35][O:36][CH:37]([CH3:38])[CH3:39])[C:7]2[C:16]3[CH:15]=[CH:14][C:13]([CH2:17][CH2:18][CH2:19][CH2:20][N:21]4[C:22](=[O:31])[C:23]5[C:28](=[CH:27][CH:26]=[CH:25][CH:24]=5)[C:29]4=[O:30])=[CH:12][C:11]=3[N:10]=[CH:9][C:8]=2[N:32]=1)[CH3:2]. Procedure details: 2-{(3E)-4-[2-ethoxymethyl-1-(3-isopropoxypropyl)-1H-imidazo[4,5-c]quinolin-7-yl]but-3-enyl}-1H-isoindole-1,3(2H)-dione (1.9 g, 3.6 mmol) was dissolved in ethanol (50 mL) and added to a Parr flask containing 10% palladium on carbon (0.3 g) wetted with ethanol. The flask was degassed three times, charged with hydrogen (50 psi) and shaken for 16 hours. The catalyst was removed by filtration through CELITE filter agent. Concentration of the filtrate under reduced pressure provided 1.9 g of 2-{4-[2-e... Reactants: FC1=CC=C(C=C1)C=1N=C(NC1C1=CC=C(C=C1)F)C(C)C (4,5-bis(4-fluorophenyl)-2-(1-methylethyl)-1H-imidazole), C(C#C)(=O)OC (methyl propiolate), Intermediate ( 7a ). Product: FC1=CC=C(C=C1)C=1N=C(N(C1C1=CC=C(C=C1)F)/C=C/C(=O)OC)C(C)C (Methyl (E)-3-[4,5-bis(4-fluorophenyl)-2-(1-methylethyl)-1H-imidazol-1-yl]-2-propenoate). Yield: 46.6%. RXN SMILES: [F:1][C:2]1[CH:7]=[CH:6][C:5]([C:8]2[N:9]=[C:10]([CH:20]([CH3:22])[CH3:21])[NH:11][C:12]=2[C:13]2[CH:18]=[CH:17][C:16]([F:19])=[CH:15][CH:14]=2)=[CH:4][CH:3]=1.[C:23]([O:27][CH3:28])(=[O:26])[C:24]#[CH:25]>>[F:19][C:16]1[CH:17]=[CH:18][C:13]([C:12]2[N:11]=[C:10]([CH:20]([CH3:22])[CH3:21])[N:9](/[CH:25]=[CH:24]/[C:23]([O:27][CH3:28])=[O:26])[C:8]=2[C:5]2[CH:4]=[CH:3][C:2]([F:1])=[CH:7][CH:6]=2)=[CH:14][CH:15]=1. Procedure: From 4,5-bis(4-fluorophenyl)-2-(1-methylethyl)-1H-imidazole (2.00 g) and methyl propiolate (2.55 g) by the process as described for the preparation of Intermediate (7a) to afford an orange solid which was purified by FCC eluting with System A (3:17) to afford the title compound (1.194 g) as a white solid. λmax (MeOH) 248.4 (22,180) and 300 (inf) nm (ε9410). The reactants are C1(CCCC1)C(=O)Cl (Cyclopentylcarbonyl chloride), NC1=NC(=NC2=CC(=C(C=C12)OC)OC)N1CCNCC1 (4-amino-2-(1-piperazinyl)-6,7-dimethoxyquinazoline). Run in CO (methanol). Conditions: time 4 hour. Product: NC1=NC(=NC2=CC(=C(C=C12)OC)OC)N1CCN(CC1)C(=O)C1CCCC1 (4-amino-2-[4-(cyclopentylcarbonyl)-1-piperazinyl]-6,7-dimethoxyquinazoline). RXN SMILES: [CH:1]1([C:6](Cl)=[O:7])[CH2:5][CH2:4][CH2:3][CH2:2]1.[NH2:9][C:10]1[C:19]2[C:14](=[CH:15][C:16]([O:22][CH3:23])=[C:17]([O:20][CH3:21])[CH:18]=2)[N:13]=[C:12]([N:24]2[CH2:29][CH2:28][NH:27][CH2:26][CH2:25]2)[N:11]=1>CO>[NH2:9][C:10]1[C:19]2[C:14](=[CH:15][C:16]([O:22][CH3:23])=[C:17]([O:20][CH3:21])[CH:18]=2)[N:13]=[C:12]([N:24]2[CH2:29][CH2:28][N:27]([C:6]([CH:1]3[CH2:5][CH2:4][CH2:3][CH2:2]3)=[O:7])[CH2:26][CH2:25]2)[N:11]=1. Procedure details: Cyclopentylcarbonyl chloride (0.1 mole) is added to 0.1 mole of 4-amino-2-(1-piperazinyl)-6,7-dimethoxyquinazoline in 300 ml. of methanol with vigorous stirring at room temperature. Stirring is continued for a period of 2 to 6 hours and the product is isolated according to the procedure of Example 1(a) to provide 4-amino-2-[4-(cyclopentylcarbonyl)-1-piperazinyl]-6,7-dimethoxyquinazoline. If the hydrochloride salt is desired, the base treatment is omitted and evaporation of the solvent provides 4... Starting materials: C(CCCCCCC\C=C/CCCCCCCC)(=O)O (oleic acid), ClC(=O)OCC1=CC=CC=C1 (benzyl chloroformate), C([O-])([O-])=O.[Na+].[Na+] (sodium carbonate). The product is C(OC(CCCCCCC\C=C/CCCCCCCC)=O)(OCC1=CC=CC=C1)=O (oleoyl benzyl carbonate). Reaction SMILES: [C:1]([OH:20])(=[O:19])[CH2:2][CH2:3][CH2:4][CH2:5][CH2:6][CH2:7][CH2:8]/[CH:9]=[CH:10]\[CH2:11][CH2:12][CH2:13][CH2:14][CH2:15][CH2:16][CH2:17][CH3:18].Cl[C:22]([O:24][CH2:25][C:26]1[CH:31]=[CH:30][CH:29]=[CH:28][CH:27]=1)=[O:23].C(=O)([O-])[O-].[Na+].[Na+]>>[C:22](=[O:23])([O:24][CH2:25][C:26]1[CH:31]=[CH:30][CH:29]=[CH:28][CH:27]=1)[O:19][C:1](=[O:20])[CH2:2][CH2:3][CH2:4][CH2:5][CH2:6][CH2:7][CH2:8]/[CH:9]=[CH:10]\[CH2:11][CH2:12][CH2:13][CH2:14][CH2:15][CH2:16][CH2:17][CH3:18] |f:2.3.4|. Procedure: Example 3 is repeated to react oleic acid with benzyl chloroformate in the presence of dry sodium carbonate. Reactants: C(C1=CC=CC=C1)NC1CCN(CC1)C(=O)OC(C)(C)C (4-benzylamino-1-tert-butoxycarbonylpiperidine), CO (methanol). The reagents and catalysts are [C].[Pd] (palladium carbon). Solvent: C(C)(=O)O (acetic acid). Run at time 8 hour. Product: C(C)(=O)O.NC1CCN(CC1)C(=O)OC(C)(C)C (4-Amino-1-tert-butoxycarbonylpiperidine acetate). The yield is 57.0%. RXN SMILES: C([NH:8][CH:9]1[CH2:14][CH2:13][N:12]([C:15]([O:17][C:18]([CH3:21])([CH3:20])[CH3:19])=[O:16])[CH2:11][CH2:10]1)C1C=CC=CC=1.C[OH:23]>C(O)(=O)C.[C].[Pd]>[C:18]([OH:17])(=[O:23])[CH3:21].[NH2:8][CH:9]1[CH2:10][CH2:11][N:12]([C:15]([O:17][C:18]([CH3:21])([CH3:20])[CH3:19])=[O:16])[CH2:13][CH2:14]1 |f:3.4,5.6|. Reported procedure: In methanol (2 ml) and acetic acid (30 ml), 4-benzylamino-1-tert-butoxycarbonylpiperidine (4.04 g) was dissolved, followed by the addition of 10% palladium carbon (water content: about 50%, 3.06 g). The resulting mixture was subjected to catalytic hydrogenation overnight under medium pressure (3 atmospheric pressure). After the removal of the catalyst by filtration, the filtrate was distilled off under reduced pressure. The residue was solidified in ethyl acetate, whereby the title compound (2.2... The product is O=C(O)CCCC(O)C(CCc1ccccc1)S(=O)(=O)c1ccccc1. As a reaction SMILES: [Na+:28].[Na+:29].[O-:30][C:31](=[O:32])[O-:33].[OH:1][CH:2]([CH2:3][CH2:4][CH2:5][C:6](=[O:7])[O:8][CH3:9])[CH:10]([CH2:11][CH2:12][c:13]1[cH:14][cH:15][cH:16][cH:17][cH:18]1)[S:19](=[O:20])(=[O:21])[c:22]1[cH:23][cH:24][cH:25][cH:26][cH:27]1>>[OH:1][CH:2]([CH2:3][CH2:4][CH2:5][C:6](=[O:7])[OH:8])[CH:10]([CH2:11][CH2:12][c:13]1[cH:14][cH:15][cH:16][cH:17][cH:18]1)[S:19](=[O:20])(=[O:21])[c:22]1[cH:23][cH:24][cH:25][cH:26][cH:27]1. Reactants: [Na+], [Na+], O=C([O-])[O-], COC(=O)CCCC(O)C(CCc1ccccc1)S(=O)(=O)c1ccccc1. Reactants: C(C)(=O)C=1C=C2C(CCSC2=CC1)(C)C (6-acetyl-4,4-dimethylthiochroman), BrBr (bromine). As a reaction SMILES: [C:1]([C:4]1[CH:5]=[C:6]2[C:11](=[CH:12][CH:13]=1)[S:10][CH2:9][CH2:8][C:7]2([CH3:15])[CH3:14])(=[O:3])[CH3:2].[Br:16]Br>>[Br:16][CH2:2][C:1]([C:4]1[CH:5]=[C:6]2[C:11](=[CH:12][CH:13]=1)[S:10][CH2:9][CH2:8][C:7]2([CH3:15])[CH3:14])=[O:3]. Product: BrCC(=O)C=1C=C2C(CCSC2=CC1)(C)C (6-(2-Bromoacetyl)-4,4-dimethylthiochroman). Reported procedure: In a manner analogous to Example 1(b), the synthesis is carried out starting from 1 g (4.42 mmol) of 6-acetyl-4,4-dimethylthiochroman and 700 mg (4.42 mmol) of bromine. After treatment and purification by chromatography on a silica column, eluting with a mixture of dichloromethane/hexane (40:60), 700 mg (53%) of expected bromo derivative are obtained in the form of a chestnut-brown oil.